From a dataset of the Open Reaction Database (ORD), a public repository of structured organic reaction records. describe an organic reaction: reactants, conditions, products, and yield Starting materials: C(=O)C1=CC(=C(OCCCC(=O)OCC)C=C1)OC (4-(4-Formyl-2-methoxyphenoxy)butanoic acid, ethyl ester), C([O-])([O-])=O.[K+].[K+] (potassium carbonate). Run in CO.O (methanol water). Product: C(=O)C1=CC(=C(OCCCC(=O)O)C=C1)OC (4-(4-formyl-2-methoxyphenoxy)butanoic acid). Yield: 58.3%. RXN SMILES: [CH:1]([C:3]1[CH:17]=[CH:16][C:6]([O:7][CH2:8][CH2:9][CH2:10][C:11]([O:13]CC)=[O:12])=[C:5]([O:18][CH3:19])[CH:4]=1)=[O:2].C(=O)([O-])[O-].[K+].[K+]>CO.O>[CH:1]([C:3]1[CH:17]=[CH:16][C:6]([O:7][CH2:8][CH2:9][CH2:10][C:11]([OH:13])=[O:12])=[C:5]([O:18][CH3:19])[CH:4]=1)=[O:2] |f:1.2.3,4.5|. Reported procedure: 4-(4-Formyl-2-methoxyphenoxy)butanoic acid, ethyl ester (240 mg, 0.90 mmol) is dissolved in 3 mL of methanol/water (3:2) and treated with 435 mg (3.15 mmol) of potassium carbonate according to the procedure described for Example 4 to give 125 mg (58%) of 4-(4-formyl-2-methoxyphenoxy)butanoic acid as a white powder: m.p. 143°-148°; the 1H NMR (300 MHz, CDCl3) is consistent with the desired product; IR (KBr) 3575, 3500, 1720, 1700, 1680, 1600, 1585 cm-1 ; MS (CI (low res)) m/e 239 (M+H), 221, 207,... Reported procedure: 500 mg of 1-[4-(4-Trifluoromethoxybenzenesulfonamido)-3-methoxyphenyl]-7-chloro-3,4-dihydroisoquinoline (1a) are dissolved in 500 μl of of dimethylformamide. To this solution 560 mg of potassium tert.-butylate in 4000 μl of dimethylformamide are added under an atmosphere of oxygen. The reaction mixture is stirred at RT for 4 h and evaporated to dryness. The residue is dissolved in ethyl acetate/water and the organic layer is separated. The aqueous layer is extracted twice with ethyl acetate and ... Reaction conditions: time 4 hour. As a reaction SMILES: [F:1][C:2]([F:34])([F:33])[O:3][C:4]1[CH:9]=[CH:8][C:7]([S:10]([NH:13][C:14]2[CH:19]=[CH:18][C:17]([C:20]3[C:29]4[C:24](=[CH:25][CH:26]=[C:27]([Cl:30])[CH:28]=4)[CH2:23][CH2:22][N:21]=3)=[CH:16][C:15]=2[O:31][CH3:32])(=[O:12])=[O:11])=[CH:6][CH:5]=1>CN(C)C=O>[F:34][C:2]([F:1])([F:33])[O:3][C:4]1[CH:5]=[CH:6][C:7]([S:10]([NH:13][C:14]2[CH:19]=[CH:18][C:17]([C:20]3[C:29]4[C:24](=[CH:25][CH:26]=[C:27]([Cl:30])[CH:28]=4)[CH:23]=[CH:22][N:21]=3)=[CH:16][C:15]=2[O:31][CH3:32])(=[O:11])=[O:12])=[CH:8][CH:9]=1. Run in CN(C=O)C (dimethylformamide), CN(C=O)C (dimethylformamide). The product is FC(OC1=CC=C(C=C1)S(=O)(=O)NC1=C(C=C(C=C1)C1=NC=CC2=CC=C(C=C12)Cl)OC)(F)F (1-[4-(4-Trifluoromethoxybenzenesulfonamido)-3-methoxyphenyl]-7-chloro-isoquinoline). Isolated yield 43.2%. Reactants: FC(OC1=CC=C(C=C1)S(=O)(=O)NC1=C(C=C(C=C1)C1=NCCC2=CC=C(C=C12)Cl)OC)(F)F (1-[4-(4-Trifluoromethoxybenzenesulfonamido)-3-methoxyphenyl]-7-chloro-3,4-dihydroisoquinoline), potassium tert.-butylate.